Dataset: the Open Reaction Database (ORD), a public repository of structured organic reaction records. Task: describe an organic reaction: reactants, conditions, products, and yield The solvent is C(C)(C)(C)O (tert-butanol), C(C)(C)(C)O (tert-butanol). Procedure: A solution of N-benzyl-N-(2-hydroxyethyl)chloroacetamide (627.7 g, 2.76 mol) in tert-butanol (0.9 L) is stirred under nitrogen while warming to 25-30° C. Potassium tert-butoxide (2.897 L of a 1M solution in tert-butanol, 2.90 mol, 1.05 eq) is added over 2 hours. The reaction mixture is then stirred at room temperature for 90 minutes. Ice-cold water (6 L) is added and the resultant cloudy solution extracted with ethyl acetate. The combined organic layers are washed with brine, dried over magnesiu... The product is C(C1=CC=CC=C1)N1C(COCC1)=O (4-Benzylmorpholin-3-one). Reactants: Ice, C(C1=CC=CC=C1)N(C(CCl)=O)CCO (N-benzyl-N-(2-hydroxyethyl)chloroacetamide), CC(C)([O-])C.[K+] (Potassium tert-butoxide), solution. The yield is 83.6%. Conditions: temperature 27.5 celsius, time 90 minute. Reaction SMILES: [CH2:1]([N:8]([CH2:13][CH2:14][OH:15])[C:9](=[O:12])[CH2:10]Cl)[C:2]1[CH:7]=[CH:6][CH:5]=[CH:4][CH:3]=1.CC(C)([O-])C.[K+]>C(O)(C)(C)C>[CH2:1]([N:8]1[CH2:13][CH2:14][O:15][CH2:10][C:9]1=[O:12])[C:2]1[CH:7]=[CH:6][CH:5]=[CH:4][CH:3]=1 |f:1.2|.